Dataset: the Open Reaction Database (ORD), a public repository of structured organic reaction records. Task: describe an organic reaction: reactants, conditions, products, and yield Starting materials: CCCC[Sn](CCCC)(CCCC)c1ccc(C2OCCO2)o1, C1COCCO1, O=S(=O)(c1ccccc1)c1ccc(Nc2ncnc3cnc(Cl)cc23)cc1. Product: O=S(=O)(c1ccccc1)c1ccc(Nc2ncnc3cnc(-c4ccc(C5OCCO5)o4)cc23)cc1. RXN SMILES: [O:28]1[CH:29]([c:33]2[cH:34][cH:35][c:36]([Sn:38]([CH2:39][CH2:40][CH2:41][CH3:42])([CH2:43][CH2:44][CH2:45][CH3:46])[CH2:47][CH2:48][CH2:49][CH3:50])[o:37]2)[O:30][CH2:31][CH2:32]1.[O:51]1[CH2:52][CH2:53][O:54][CH2:55][CH2:56]1.[c:1]1([S:7](=[O:8])(=[O:9])[c:10]2[cH:11][cH:12][c:13]([NH:16][c:17]3[c:18]4[c:19]([n:20][cH:21][n:22]3)[cH:23][n:24][c:25]([Cl:27])[cH:26]4)[cH:14][cH:15]2)[cH:2][cH:3][cH:4][cH:5][cH:6]1>>[c:1]1([S:7](=[O:8])(=[O:9])[c:10]2[cH:11][cH:12][c:13]([NH:16][c:17]3[c:18]4[c:19]([n:20][cH:21][n:22]3)[cH:23][n:24][c:25](-[c:36]3[cH:35][cH:34][c:33]([CH:29]5[O:28][CH2:32][CH2:31][O:30]5)[o:37]3)[cH:26]4)[cH:14][cH:15]2)[cH:2][cH:3][cH:4][cH:5][cH:6]1. The reactants are BrB(Br)Br, ClCCl, COc1ccc(CC(=O)O)c(F)c1F. Yields the product O=C(O)Cc1ccc(O)c(F)c1F. As a reaction SMILES: [B:1]([Br:2])([Br:3])[Br:4].[Cl:19][CH2:20][Cl:21].[F:5][c:6]1[c:7]([CH2:15][C:16](=[O:17])[OH:18])[cH:8][cH:9][c:10]([O:13][CH3:14])[c:11]1[F:12]>>[F:5][c:6]1[c:7]([CH2:15][C:16](=[O:17])[OH:18])[cH:8][cH:9][c:10]([OH:13])[c:11]1[F:12]. The reactants are [Br-], O=C([O-])O, C[Mg+], N#Cc1cccnc1Cl, Cl, [Na+], C1CCOC1. The product is CC(=O)c1cccnc1Cl. Reaction SMILES: [Br-:10].[C:14]([OH:15])([O-:16])=[O:17].[CH3:11][Mg+:12].[Cl:1][c:2]1[n:3][cH:4][cH:5][cH:6][c:7]1[C:8]#[N:9].[ClH:13].[Na+:18].[O:19]1[CH2:20][CH2:21][CH2:22][CH2:23]1>>[Cl:1][c:2]1[n:3][cH:4][cH:5][cH:6][c:7]1[C:14]([CH3:11])=[O:17]. Product: CC(=O)N1CCc2cc(C(O)CCN(C)C)ccc21. As a reaction SMILES: [BH4-:1].[C:3]([CH3:4])(=[O:5])[N:6]1[CH2:7][CH2:8][c:9]2[cH:10][c:11]([C:15]([CH2:16][CH2:17][N:18]([CH3:19])[CH3:20])=[O:21])[cH:12][cH:13][c:14]21.[CH3:23][OH:24].[Na+:2].[OH2:22]>>[C:3]([CH3:4])(=[O:5])[N:6]1[CH2:7][CH2:8][c:9]2[cH:10][c:11]([CH:15]([CH2:16][CH2:17][N:18]([CH3:19])[CH3:20])[OH:21])[cH:12][cH:13][c:14]21. Starting materials: [BH4-], CC(=O)N1CCc2cc(C(=O)CCN(C)C)ccc21, CO, [Na+], O. Starting materials: NC=1C=NN(C1)C1=NC(=C2N=CN(C2=N1)[C@H]1[C@@H]([C@@H]([C@H](C1)NC(CO)=O)O)O)NCC(C1=CC=CC=C1)C1=CC=CC=C1 (N-{(1S,2R,3S,4R)-4-[2-(4-amino-pyrazol-1-yl)-6-(2,2-diphenyl-ethylamino)-purin-9-yl]-2,3-dihydroxy-cyclopentyl}-2-hydroxy-acetamide), ClC1=NC(=C2N=CN(C2=N1)[C@H]1[C@@H]([C@@H]([C@H](C1)NC(=O)COC(C)=O)O)O)NCC(C1=CC=CC=C1)C1=CC=CC=C1 (acetic acid {(1S,2R,3S,4R)-4-[2-chloro-6-(2,2-diphenyl-ethylamino)-purin-9-yl]-2,3-dihydroxy-cyclopentylcarbamoyl}-methyl ester). The product is C(C)NC(=O)[C@H]1O[C@H]([C@@H]([C@@H]1O)O)N1C2=NC(=NC(=C2N=C1)NCC(C1=CC=CC=C1)C1=CC=CC=C1)N1N=CC(=C1)N ((2S,3S,4R,5R)-5-[2-(4-Amino-pyrazol-1-yl)-6-(2,2-diphenyl-ethylamino)-purin-9-yl]-3,4-dihydroxy-tetrahydro-furan-2-carboxylic acid ethylamide). As a reaction SMILES: [NH2:1][C:2]1[CH:3]=[N:4][N:5]([C:7]2[N:15]=[C:14]3[C:10]([N:11]=[CH:12][N:13]3[C@@H:16]3C[C@H](NC(=O)CO)[C@@H:18]([OH:26])[C@H:17]3[OH:27])=[C:9]([NH:28][CH2:29][CH:30]([C:37]3[CH:42]=[CH:41][CH:40]=[CH:39][CH:38]=3)[C:31]3[CH:36]=[CH:35][CH:34]=[CH:33][CH:32]=3)[N:8]=2)[CH:6]=1.ClC1N=C2C(N=CN2[C@@H]2C[C@H:56]([NH:58][C:59]([CH2:61][O:62]C(=O)C)=[O:60])[C@@H:55](O)[C@H]2O)=C(NCC(C2C=CC=CC=2)C2C=CC=CC=2)N=1>>[CH2:56]([NH:58][C:59]([C@@H:61]1[C@@H:18]([OH:26])[C@@H:17]([OH:27])[C@H:16]([N:13]2[CH:12]=[N:11][C:10]3[C:14]2=[N:15][C:7]([N:5]2[CH:6]=[C:2]([NH2:1])[CH:3]=[N:4]2)=[N:8][C:9]=3[NH:28][CH2:29][CH:30]([C:31]2[CH:36]=[CH:35][CH:34]=[CH:33][CH:32]=2)[C:37]2[CH:42]=[CH:41][CH:40]=[CH:39][CH:38]=2)[O:62]1)=[O:60])[CH3:55]. Procedure details: The title compound is prepared analogously to N-{(1S,2R,3S,4R)-4-[2-(4-amino-pyrazol-1-yl)-6-(2,2-diphenyl-ethylamino)-purin-9-yl]-2,3-dihydroxy-cyclopentyl}-2-hydroxy-acetamide (Intermediate ZP), by substituting (2S,3S,4R,5R)-5-[2-chloro-6-(2,2-diphenyl-ethylamino)-purin-9-yl]-3,4-dihydroxy-tetrahydro-furan-2-carboxylic acid ethylamide (Intermediate ZY) for acetic acid {(1S,2R,3S,4R)-4-[2-chloro-6-(2,2-diphenyl-ethylamino)-purin-9-yl]-2,3-dihydroxy-cyclopentylcarbamoyl}-methyl ester (Intermedia...